This data is from the Open Reaction Database (ORD), a public repository of structured organic reaction records. The task is: describe an organic reaction: reactants, conditions, products, and yield Reactants: BrC1=C(C=O)C(=CC=C1)F (2-bromo-6-fluorobenzaldehyde), CNN (methylhydrazine). The solvent is CS(=O)C (DMSO), O (water). Reaction conditions: temperature 85 celsius. Product: BrC1=C2C=NN(C2=CC=C1)C (4-bromo-1-methyl-1H-indazole). RXN SMILES: [Br:1][C:2]1[CH:9]=[CH:8][CH:7]=[C:6](F)[C:3]=1[CH:4]=O.[CH3:11][NH:12][NH2:13]>CS(C)=O.O>[Br:1][C:2]1[CH:9]=[CH:8][CH:7]=[C:6]2[C:3]=1[CH:4]=[N:13][N:12]2[CH3:11]. Reported procedure: The product of Example 2B (2.0 g) was dissolved in DMSO (2 g) and the solution was added to methylhydrazine (98%, 3.2 g, 7 eq.). The mixture was heated for 24 hours at 85° C., cooled to ambient temperature and diluted with water (50 mL). The solution was extracted with CH2Cl2 (2×50 mL) and the combined organic layers were dried over MgSO4, filtered and concentrated under reduced pressure to provide the title compound. Starting materials: N(=O)[O-].[Na+] (NaNO2), Cu2O, NC1=CC=CC=C1 (aniline), C(C)(CC)C1=C(N)C(=CC=C1)C(C)C ((−)-2-sec-butyl-6-isopropylaniline). The solvent is O (water), [O-]S(=O)(=O)[O-].[Cu+2] (CuSO4), OS(=O)(=O)O (H2SO4). Conditions: temperature 0 celsius. Product: C(C)(CC)C1=C(C(=CC=C1)C(C)C)O ((−)-2-sec-butyl-6-isopropylphenol). As a reaction SMILES: [CH:1]([C:5]1[CH:11]=[CH:10][CH:9]=[C:8]([CH:12]([CH3:14])[CH3:13])[C:6]=1N)([CH2:3][CH3:4])[CH3:2].N([O-])=[O:16].[Na+].NC1C=CC=CC=1>OS(O)(=O)=O.O.[O-]S([O-])(=O)=O.[Cu+2]>[CH:1]([C:5]1[CH:11]=[CH:10][CH:9]=[C:8]([CH:12]([CH3:14])[CH3:13])[C:6]=1[OH:16])([CH2:3][CH3:4])[CH3:2] |f:1.2,6.7|. Reported procedure: (−)-2-Sec-butyl-6-isopropylaniline (3) (1.92 g, 10 mmol) was dissolved in 20 ml 15% H2SO4 at 60° C., and then cooled to 0° C. A solution of NaNO2 (0.76 g, 11 mmol) in 8 ml water was added to the reaction mixture rapidly (˜30 sec) with vigorous stirring keeping temperature below 0° C. The solution was stirred for an additional 2 minutes, and then added in one portion to the suspension of Cu2O (1.5 g), in aqueous CuSO4×5H2O (10 g in 220 ml) with vigorous stirring at 50° C. Reaction mixture was sti... RXN SMILES: [N:1]1[CH:6]=[CH:5][CH:4]=[CH:3][C:2]=1[C:7]1[NH:11][C:10]2[CH:12]=[CH:13][CH:14]=[CH:15][C:9]=2[N:8]=1.Br[CH2:17][C:18]1[CH:37]=[CH:36][C:21]2/[C:22](=[C:32](/[CH3:35])\[C:33]#[N:34])/[C:23]3[CH:30]=[CH:29][C:28]([F:31])=[CH:27][C:24]=3[O:25][CH2:26][C:20]=2[CH:19]=1>>[F:31][C:28]1[CH:29]=[CH:30][C:23]2=[C:24]([CH:27]=1)[O:25][CH2:26][C:20]1[CH:19]=[C:18]([CH2:17][N:11]3[C:10]4[CH:12]=[CH:13][CH:14]=[CH:15][C:9]=4[N:8]=[C:7]3[C:2]3[CH:3]=[CH:4][CH:5]=[CH:6][N:1]=3)[CH:37]=[CH:36][C:21]=1/[C:22]/2=[C:32](/[CH3:35])\[C:33]#[N:34]. Starting materials: N1=C(C=CC=C1)C1=NC2=C(N1)C=CC=C2 (2-(pyridin-2-yl)-1H-benzo[d]imidazole), BrCC1=CC2=C(/C(/C3=C(OC2)C=C(C=C3)F)=C(\C#N)/C)C=C1 ((E)-2-[8-(bromomethyl)-3-fluorodibenzo[b,e]oxepin-11(6H)-ylidene]propanenitrile). The product is FC=1C=CC\2=C(OCC3=C(/C2=C(\C#N)/C)C=CC(=C3)CN3C(=NC2=C3C=CC=C2)C2=NC=CC=C2)C1 ((E)-2-(3-fluoro-8-{[2-(pyridin-2-yl)-1H-benzo[d]imidazol-1-yl]methyl}dibenzo[b,e]oxepin-11(6H)-ylidene)propanenitrile). Procedure details: Using commercially available 2-(pyridin-2-yl)-1H-benzo[d]imidazole (50 mg, 0.34 mmol) and (E)-2-[8-(bromomethyl)-3-fluorodibenzo[b,e]oxepin-11(6H)-ylidene]propanenitrile (120 mg, 0.335 mmol) obtained in Reference Example 1, and in the same manner as in Reference Example 1A, the title compound (123 mg, 86%) was obtained. The yield is 77.7%. Run in C1CCOC1 (THF). Procedure: 7-Benzenesulfonyl-4-[2-(3H-imidazol-1-yl)-ethyl]-3,4-dihydro-2H-benzo[1,4]oxazine was prepared by reducing 1-(7-benzenesulfonyl-2,3-dihydro-benzo[1,4]oxazin-4-yl)-2-imidazol-1-yl-ethanone with BH3:THF using the procedure of Example 9. mp: 61.5-64.4° C. Reaction SMILES: [C:1]1([S:7]([C:10]2[CH:27]=[CH:26][C:13]3[N:14]([C:18](=O)[CH2:19][N:20]4[CH:24]=[CH:23][N:22]=[CH:21]4)[CH2:15][CH2:16][O:17][C:12]=3[CH:11]=2)(=[O:9])=[O:8])[CH:6]=[CH:5][CH:4]=[CH:3][CH:2]=1>C1COCC1>[C:1]1([S:7]([C:10]2[CH:27]=[CH:26][C:13]3[N:14]([CH2:18][CH2:19][N:20]4[CH:24]=[CH:23][NH:22][CH2:21]4)[CH2:15][CH2:16][O:17][C:12]=3[CH:11]=2)(=[O:9])=[O:8])[CH:2]=[CH:3][CH:4]=[CH:5][CH:6]=1. Product: C1(=CC=CC=C1)S(=O)(=O)C1=CC2=C(N(CCO2)CCN2CNC=C2)C=C1 (7-Benzenesulfonyl-4-[2-(3H-imidazol-1-yl)-ethyl]-3,4-dihydro-2H-benzo[1,4]oxazine). Reactants: C1(=CC=CC=C1)S(=O)(=O)C1=CC2=C(N(CCO2)C(CN2C=NC=C2)=O)C=C1 (1-(7-benzenesulfonyl-2,3-dihydro-benzo[1,4]oxazin-4-yl)-2-imidazol-1-yl-ethanone). Reactants: ClC1=C(C(=O)C2=CC3=C(C(=C3)C(=O)N)C=C2O)C(=CC=C1)Cl (4-(2,6-dichlorobenzoyl)-5-hydroxybenzocyclobutene-1-carboxamide), C(C)(=O)O (acetic acid). The solvent is Cl (hydrochloric acid). Product: ClC1=C(C(=O)C2=CC3=C(C(=C3)C(=O)O)C=C2O)C(=CC=C1)Cl (4-(2,6-dichlorobenzoyl)-5-hydroxybenzocyclobutene-1-carboxylic acid). Reaction SMILES: [Cl:1][C:2]1[CH:21]=[CH:20][CH:19]=[C:18]([Cl:22])[C:3]=1[C:4]([C:6]1[C:16]([OH:17])=[CH:15][C:9]2[C:10]([C:12](N)=[O:13])=[CH:11][C:8]=2[CH:7]=1)=[O:5].C(O)(=[O:25])C>Cl>[Cl:1][C:2]1[CH:21]=[CH:20][CH:19]=[C:18]([Cl:22])[C:3]=1[C:4]([C:6]1[C:16]([OH:17])=[CH:15][C:9]2[C:10]([C:12]([OH:25])=[O:13])=[CH:11][C:8]=2[CH:7]=1)=[O:5]. Reported procedure: 2 g of 4-(2,6-dichlorobenzoyl)-5-hydroxybenzocyclobutene-1-carboxamide in 20 ml of acetic acid and 20 ml of concentrated hydrochloric acid are stirred for 4 hours at 95°-100°. The mixture is left to cool, filtered with suction, washed with water and recrystallised from trichloromethane/hexane. 4-(2,6-dichlorobenzoyl)-5-hydroxybenzocyclobutene-1-carboxylic acid is obtained having a melting point of 202°-203°. Starting materials: CC(C)CCC(NC(C)C(=O)N1C(=O)N(Cc2ccccc2)CC1C(=O)OC(C)(C)C)C(=O)OCc1ccccc1, Cl, C1COCCO1. The product is CC(C)CCC(NC(C)C(=O)N1C(=O)N(Cc2ccccc2)CC1C(=O)O)C(=O)OCc1ccccc1. As a reaction SMILES: [CH2:1]([c:2]1[cH:3][cH:4][cH:5][cH:6][cH:7]1)[N:8]1[C:9](=[O:41])[N:10]([C:20]([CH:21]([CH3:22])[NH:23][CH:24]([CH2:25][CH2:26][CH:27]([CH3:28])[CH3:29])[C:30](=[O:31])[O:32][CH2:33][c:34]2[cH:35][cH:36][cH:37][cH:38][cH:39]2)=[O:40])[CH:11]([C:13](=[O:14])[O:15][C:16]([CH3:17])([CH3:18])[CH3:19])[CH2:12]1.[ClH:48].[O:42]1[CH2:43][CH2:44][O:45][CH2:46][CH2:47]1>>[CH2:1]([c:2]1[cH:3][cH:4][cH:5][cH:6][cH:7]1)[N:8]1[C:9](=[O:41])[N:10]([C:20]([CH:21]([CH3:22])[NH:23][CH:24]([CH2:25][CH2:26][CH:27]([CH3:28])[CH3:29])[C:30](=[O:31])[O:32][CH2:33][c:34]2[cH:35][cH:36][cH:37][cH:38][cH:39]2)=[O:40])[CH:11]([C:13](=[O:14])[OH:15])[CH2:12]1. The reactants are IC=1C(=NN(C1C)C1=CC=C(C=C1)CCO)C (2-[4-(4-Iodo-3,5-dimethyl-1H-pyrazol-1-yl)phenyl]ethanol), COC1=CC=C(C=C1)B(O)O (4-methoxyphenylboronic acid). Product: COC1=CC=C(C=C1)C=1C(=NN(C1C)C1=CC=C(C=C1)CCO)C (2-{4-[4-(4-Methoxyphenyl)-3,5-dimethyl-1H-pyrazol-1-yl]phenyl}ethanol). As a reaction SMILES: I[C:2]1[C:3]([CH3:17])=[N:4][N:5]([C:8]2[CH:13]=[CH:12][C:11]([CH2:14][CH2:15][OH:16])=[CH:10][CH:9]=2)[C:6]=1[CH3:7].[CH3:18][O:19][C:20]1[CH:25]=[CH:24][C:23](B(O)O)=[CH:22][CH:21]=1>>[CH3:18][O:19][C:20]1[CH:25]=[CH:24][C:23]([C:2]2[C:3]([CH3:17])=[N:4][N:5]([C:8]3[CH:13]=[CH:12][C:11]([CH2:14][CH2:15][OH:16])=[CH:10][CH:9]=3)[C:6]=2[CH3:7])=[CH:22][CH:21]=1. Procedure: The title compound was prepared according to the procedure described in step 1 of Example 12 from 2-[4-(4-iodo-3,5-dimethyl-1H-pyrazol-1-yl)phenyl]ethanol (step 2 of Example 11) and 4-methoxyphenylboronic acid: MS (ESI) m/z 323 [M+H]+H-NMR (CDCl3) δ 7.39 (2H, d, J=8.1 Hz), 7.29-7.22 (4H, m), 6.98 (2H, d, J=9.6 Hz), 3.86 (3H, s), 3.74 (2H, br), 2.86 (2H, t, J=6.6 Hz), 2.33 (3H, s), 2.28 (3H, s).